This data is from the Open Reaction Database (ORD), a public repository of structured organic reaction records. The task is: describe an organic reaction: reactants, conditions, products, and yield Starting materials: BrC1=C(NC(=C1C(F)(F)F)C(F)(F)F)C1=CC(=C(C=C1)Cl)Cl (3-bromo-2-(3,4-dichlorophenyl)-4,5-bis(trifluoromethyl)pyrrole), CC(C)([O-])C.[K+] (potassium tertbutoxide), C(C)OCCl (chloromethyl ethyl ether). The solvent is O1CCCC1 (tetrahydrofuran). Product: BrC1=C(N(C(=C1C(F)(F)F)C(F)(F)F)COCC)C1=CC(=C(C=C1)Cl)Cl (3-Bromo-2-(3,4-dichlorophenyl)-1-(ethoxymethyl)-4,5-bis(trifluoromethyl)pyrrole). Yield: 93.8%. As a reaction SMILES: [Br:1][C:2]1[C:6]([C:7]([F:10])([F:9])[F:8])=[C:5]([C:11]([F:14])([F:13])[F:12])[NH:4][C:3]=1[C:15]1[CH:20]=[CH:19][C:18]([Cl:21])=[C:17]([Cl:22])[CH:16]=1.CC(C)([O-])C.[K+].[CH2:29]([O:31][CH2:32]Cl)[CH3:30]>O1CCCC1>[Br:1][C:2]1[C:6]([C:7]([F:10])([F:9])[F:8])=[C:5]([C:11]([F:14])([F:12])[F:13])[N:4]([CH2:32][O:31][CH2:29][CH3:30])[C:3]=1[C:15]1[CH:20]=[CH:19][C:18]([Cl:21])=[C:17]([Cl:22])[CH:16]=1 |f:1.2|. Procedure: To a chilled solution of 3-bromo-2-(3,4-dichlorophenyl)-4,5-bis(trifluoromethyl)pyrrole (0.854 g, 2 mmol) and tetrahydrofuran is added potassium tertbutoxide (0.247 g, 2.2 mmol). After stirring at ice bath temperature for 15 minutes chloromethyl ethyl ether (0.208 g, 2.2 mmol) is added to the reaction mixture and the ice bath is removed. Stirring is continued for 1 1/2 hours then the reaction mixture is diluted with water and extracted with ether. The combined organic extracts are washed sequent... Reactants: CN(C)C=O, CO, O=C(Cl)C(=O)Cl, ClCCl, CCCS(=O)(=O)Nc1cccc(C(=O)O)c1F, O. Yields the product CCCS(=O)(=O)Nc1cccc(C(=O)OC)c1F. Reaction SMILES: [CH3:18][N:19]([CH3:20])[CH:21]=[O:22].[CH3:33][OH:34].[Cl:24][C:25]([C:26]([Cl:27])=[O:28])=[O:29].[Cl:30][CH2:31][Cl:32].[F:1][c:2]1[c:3]([C:4](=[O:5])[OH:6])[cH:7][cH:8][cH:9][c:10]1[NH:11][S:12](=[O:13])(=[O:14])[CH2:15][CH2:16][CH3:17].[OH2:23]>>[F:1][c:2]1[c:3]([C:4]([O:5][CH3:18])=[O:6])[cH:7][cH:8][cH:9][c:10]1[NH:11][S:12](=[O:13])(=[O:14])[CH2:15][CH2:16][CH3:17]. Starting materials: CCOC(=O)C(C)(C)Sc1cnc(N)s1, COc1ccccc1SCCCN(C(=O)Nc1ncc(SC(C)(C)C(=O)O)s1)C1CCC(C)CC1, Fc1ccccc1S. Yields the product CC1CCC(N(CCCSc2ccccc2F)C(=O)Nc2ncc(SC(C)(C)C(=O)O)s2)CC1. RXN SMILES: [CH2:44]([O:45][C:46](=[O:47])[C:48]([S:49][c:50]1[s:51][c:52]([NH2:53])[n:54][cH:55]1)([CH3:56])[CH3:57])[CH3:58].[CH3:1][O:2][c:3]1[c:4]([S:9][CH2:10][CH2:11][CH2:12][N:13]([C:14]([NH:15][c:16]2[s:17][c:18]([S:21][C:22]([C:23](=[O:24])[OH:25])([CH3:26])[CH3:27])[cH:19][n:20]2)=[O:28])[CH:29]2[CH2:30][CH2:31][CH:32]([CH3:35])[CH2:33][CH2:34]2)[cH:5][cH:6][cH:7][cH:8]1.[F:36][c:37]1[cH:38][cH:39][cH:40][cH:41][c:42]1[SH:43]>>[c:3]1([F:36])[c:4]([S:9][CH2:10][CH2:11][CH2:12][N:13]([C:14]([NH:15][c:16]2[s:17][c:18]([S:21][C:22]([C:23](=[O:24])[OH:25])([CH3:26])[CH3:27])[cH:19][n:20]2)=[O:28])[CH:29]2[CH2:30][CH2:31][CH:32]([CH3:35])[CH2:33][CH2:34]2)[cH:5][cH:6][cH:7][cH:8]1.